Dataset: the Open Reaction Database (ORD), a public repository of structured organic reaction records. Task: describe an organic reaction: reactants, conditions, products, and yield Reactants: O=C([O-])O, CCN(C(C)C)C(C)C, CCCCO, CNCCCN, COc1ccc(N(C)c2nc(Cl)nc3ccccc23)cc1, ClC(Cl)Cl, Cl. Yields the product COc1ccc(N(C)c2nc(N(C)CCCN)nc3ccccc23)cc1. As a reaction SMILES: [C:38](=[O:39])([OH:40])[O-:41].[CH2:23]([N:24]([CH:25]([CH3:26])[CH3:27])[CH:28]([CH3:29])[CH3:30])[CH3:31].[CH2:42]([OH:43])[CH2:44][CH2:45][CH3:46].[CH3:32][NH:33][CH2:34][CH2:35][CH2:36][NH2:37].[Cl:2][c:3]1[n:4][c:5]2[cH:6][cH:7][cH:8][cH:9][c:10]2[c:11]([N:13]([CH3:14])[c:15]2[cH:16][cH:17][c:18]([O:21][CH3:22])[cH:19][cH:20]2)[n:12]1.[Cl:47][CH:48]([Cl:49])[Cl:50].[ClH:1]>>[c:3]1([N:33]([CH3:32])[CH2:34][CH2:35][CH2:36][NH2:37])[n:4][c:5]2[cH:6][cH:7][cH:8][cH:9][c:10]2[c:11]([N:13]([CH3:14])[c:15]2[cH:16][cH:17][c:18]([O:21][CH3:22])[cH:19][cH:20]2)[n:12]1. Starting materials: resultant solution, FC1=C(C=C(C=C1)OC(C)C)N1C(C2=C(C1=O)CCCC2)=O (N-(2-Fluoro-5-isopropoxyphenyl)-3,4,5,6-tetrahydrophthalimide), C1(CCCCC1)NC1CCCCC1 (dicyclohexylamine), ClCl (chlorine). Solvent: ClC(=C(Cl)Cl)Cl (tetrachloroethylene). The product is ClC1=CC(=C(C=C1OC(C)C)N1C(C2=C(C1=O)CCCC2)=O)F (N-(4-chloro-2-fluoro-5-isopropoxyphenyl)-3,4,5,6-tetrahydrophthalimide). RXN SMILES: [F:1][C:2]1[CH:7]=[CH:6][C:5]([O:8][CH:9]([CH3:11])[CH3:10])=[CH:4][C:3]=1[N:12]1[C:16](=[O:17])[C:15]2[CH2:18][CH2:19][CH2:20][CH2:21][C:14]=2[C:13]1=[O:22].C1(NC2CCCCC2)CCCCC1.[Cl:36]Cl>ClC(Cl)=C(Cl)Cl>[Cl:36][C:6]1[C:5]([O:8][CH:9]([CH3:11])[CH3:10])=[CH:4][C:3]([N:12]2[C:13](=[O:22])[C:14]3[CH2:21][CH2:20][CH2:19][CH2:18][C:15]=3[C:16]2=[O:17])=[C:2]([F:1])[CH:7]=1. Procedure details: N-(2-Fluoro-5-isopropoxyphenyl)-3,4,5,6-tetrahydrophthalimide (II: R=isopropyl) (1 g) and dicyclohexylamine (0.01 g) were dissolved in tetrachloroethylene (20 ml), and chlorine (1 ml) was introduced therein at room temperature. The resultant solution was stirred at the room temperature for 2 hours. The reaction mixture was extracted with methylene chloride, and the extract was concentrated. The residue was purified by silica gel chromatography using a mixture of n-hexane and ethyl acetate as an ...